This data is from the Open Reaction Database (ORD), a public repository of structured organic reaction records. The task is: describe an organic reaction: reactants, conditions, products, and yield Reactants: ClCCl, COc1cc(OC)c2c(=O)[nH]c(-c3cc(C)c(OCCN)c(C)c3)nc2c1, Cc1ccc(C(=O)Cl)cc1. Yields the product COc1cc(OC)c2c(=O)[nH]c(-c3cc(C)c(OCCNC(=O)c4ccc(C)cc4)c(C)c3)nc2c1. As a reaction SMILES: [Cl:38][CH2:39][Cl:40].[NH2:1][CH2:2][CH2:3][O:4][c:5]1[c:6]([CH3:27])[cH:7][c:8](-[c:12]2[n:13][c:14]3[cH:15][c:16]([O:25][CH3:26])[cH:17][c:18]([O:23][CH3:24])[c:19]3[c:20](=[O:22])[nH:21]2)[cH:9][c:10]1[CH3:11].[c:28]1([CH3:37])[cH:29][cH:30][c:31]([C:34](=[O:35])[Cl:36])[cH:32][cH:33]1>>[NH:1]([CH2:2][CH2:3][O:4][c:5]1[c:6]([CH3:27])[cH:7][c:8](-[c:12]2[n:13][c:14]3[cH:15][c:16]([O:25][CH3:26])[cH:17][c:18]([O:23][CH3:24])[c:19]3[c:20](=[O:22])[nH:21]2)[cH:9][c:10]1[CH3:11])[C:34]([c:31]1[cH:30][cH:29][c:28]([CH3:37])[cH:33][cH:32]1)=[O:35].